From a dataset of the Open Reaction Database (ORD), a public repository of structured organic reaction records. describe an organic reaction: reactants, conditions, products, and yield Starting materials: CC=1OC=CC1C(=O)Cl (2-methyl-3-furanecarbonyl chloride), NC1=CC=C(C(=O)N2C3=C(CC4=C(C2)C=CC=C4)C=CC=C3)C=C1 (5-(4-aminobenzoyl)-6,11-dihydro-5H-dibenz[b,e]azepine). The product is C1=CC=CC=2N(CC3=C(CC21)C=CC=C3)C(=O)C3=CC=C(C=C3)NC(=O)C3=C(OC=C3)C (N-[4-[(6,11-Dihydro-5H-dibenz[b,e]azepin-5-yl)carbonyl]phenyl]-2-methyl-3-furanecarboxamide). Reaction SMILES: [CH3:1][C:2]1[O:3][CH:4]=[CH:5][C:6]=1[C:7](Cl)=[O:8].[NH2:10][C:11]1[CH:33]=[CH:32][C:14]([C:15]([N:17]2[CH2:23][C:22]3[CH:24]=[CH:25][CH:26]=[CH:27][C:21]=3[CH2:20][C:19]3[CH:28]=[CH:29][CH:30]=[CH:31][C:18]2=3)=[O:16])=[CH:13][CH:12]=1>>[CH:28]1[C:19]2[CH2:20][C:21]3[CH:27]=[CH:26][CH:25]=[CH:24][C:22]=3[CH2:23][N:17]([C:15]([C:14]3[CH:13]=[CH:12][C:11]([NH:10][C:7]([C:6]4[CH:5]=[CH:4][O:3][C:2]=4[CH3:1])=[O:8])=[CH:33][CH:32]=3)=[O:16])[C:18]=2[CH:31]=[CH:30][CH:29]=1. Procedure: As described for Example 9, 2-methyl-3-furanecarbonyl chloride is reacted with 5-(4-aminobenzoyl)-6,11-dihydro-5H-dibenz[b,e]azepine to give the product. Recrystallization from dichloromethane-hexane gives crystals, m.p. 202°-204° C.